From a dataset of the Open Reaction Database (ORD), a public repository of structured organic reaction records. describe an organic reaction: reactants, conditions, products, and yield Starting materials: COC1=CC=2CC[C@H]3[C@]45[C@H](CC([C@@]4(C)CC[C@@H]3C2C=C1)=O)C5 (3-methoxy-14α,15α-methylene-estra-1,3,5(10)-triene-17-one), C(C)(=O)O (acetic acid), [BH4-].[Na+] (sodium borohydride). The solvent is CO (methanol). Reaction conditions: time 8 hour. Product: COC1=CC=2CC[C@H]3[C@]45[C@H](C[C@H]([C@@]4(C)CC[C@@H]3C2C=C1)O)C5 (3-methoxy-14α,15α-methylene-estra-1,3,5(10)-triene-17α-ol), COC1=CC=2CC[C@H]3[C@]45[C@H](C[C@@H]([C@@]4(C)CC[C@@H]3C2C=C1)O)C5 (3-methoxy-14α,15α-methylene-estra-1,3,5(10)-triene-17β-ol). As a reaction SMILES: [CH3:1][O:2][C:3]1[CH:20]=[CH:19][C:18]2[C@@H:17]3[C@H:8]([C@:9]45[CH2:22][C@H:10]4[CH2:11][C:12](=[O:21])[C@:13]5([CH2:15][CH2:16]3)[CH3:14])[CH2:7][CH2:6][C:5]=2[CH:4]=1.[BH4-].[Na+].C(O)(=O)C>CO>[CH3:1][O:2][C:3]1[CH:20]=[CH:19][C:18]2[C@@H:17]3[C@H:8]([C@:9]45[CH2:22][C@H:10]4[CH2:11][C@@H:12]([OH:21])[C@:13]5([CH2:15][CH2:16]3)[CH3:14])[CH2:7][CH2:6][C:5]=2[CH:4]=1.[CH3:1][O:2][C:3]1[CH:20]=[CH:19][C:18]2[C@@H:17]3[C@H:8]([C@:9]45[CH2:22][C@H:10]4[CH2:11][C@H:12]([OH:21])[C@:13]5([CH2:15][CH2:16]3)[CH3:14])[CH2:7][CH2:6][C:5]=2[CH:4]=1 |f:1.2|. Procedure: 400 mg of 3-methoxy-14α,15α-methylene-estra-1,3,5(10)-triene-17-one dissolved in 150 ml of methanol are mixed with 400 mg of sodium borohydride at 0° C. and set aside overnight at room temperature. The mixture is poured into cold aqueous acetic acid. The precipitate is dried and preparative layer chromatography on silica gel (mobile phase: benzene/acetone/methanol 45:5:1) yields 180 mg of 3-methoxy-14α,15α-methylene-estra-1,3,5(10)-triene-17α-ol and 220 mg of 3-methoxy-14α,15α-methylene-estra-1,... The reactants are C(=C)C1=NC(=NO1)C1=CN(C2=CC=CC=C12)C (5-Ethenyl-3-(1-methyl-1-H-indol-3-yl)-1,2,4-oxadiazole), CC1CCNCC1 (4-methyl piperidine). Run in CO (methanol). Conditions: time 16 hour. Product: CC1CCN(CC1)CCC1=NC(=NO1)C1=CN(C2=CC=CC=C12)C (5-[(4-Methyl-piperidino)ethyl]-3-(1-methyl-1-H-indol-3-yl)-1,2,4-oxadiazole). RXN SMILES: [CH:1]([C:3]1[O:7][N:6]=[C:5]([C:8]2[C:16]3[C:11](=[CH:12][CH:13]=[CH:14][CH:15]=3)[N:10]([CH3:17])[CH:9]=2)[N:4]=1)=[CH2:2].[CH3:18][CH:19]1[CH2:24][CH2:23][NH:22][CH2:21][CH2:20]1>CO>[CH3:18][CH:19]1[CH2:24][CH2:23][N:22]([CH2:2][CH2:1][C:3]2[O:7][N:6]=[C:5]([C:8]3[C:16]4[C:11](=[CH:12][CH:13]=[CH:14][CH:15]=4)[N:10]([CH3:17])[CH:9]=3)[N:4]=2)[CH2:21][CH2:20]1. Procedure details: 5-Ethenyl-3-(1-methyl-1-H-indol-3-yl)-1,2,4-oxadiazole (D2)(0.0254 g, 1.13 mmol) was dissolved in methanol (5 ml) and 4-methyl piperidine (0.167 ml, 1.69 mmol) was added. The mixture was left standing at room temperature for 16 hours, before being evaporated under reduced pressure to give a colourless oil, which was purified by silica-gel chromatography, eluting with ethyl acetate to afford the title compound as a colourless oil that crystallised on standing. The material was then converted to i... The reactants are [H-].[H-].[H-].[H-].[Li+].[Al+3] (LiAlH4), COC(=O)C1C(N(CCCC1)CC1=CC=CC=C1)=O (1-Benzyl-2-oxo-azepane-3-carboxylic Acid Methyl Ester). The solvent is C1CCOC1 (THF), C1CCOC1 (THF). Conditions: time 8 hour. The product is N (NH3), C(C1=CC=CC=C1)N1CC(CCCC1)CO ((1-Benzyl-azepan-3-yl)-methanol). Yield: 117.5%. Reaction SMILES: C[O:2][C:3]([CH:5]1[CH2:11][CH2:10][CH2:9][CH2:8][N:7]([CH2:12][C:13]2[CH:18]=[CH:17][CH:16]=[CH:15][CH:14]=2)[C:6]1=O)=O.[H-].[H-].[H-].[H-].[Li+].[Al+3]>C1COCC1>[NH3:7].[CH2:12]([N:7]1[CH2:8][CH2:9][CH2:10][CH2:11][CH:5]([CH2:3][OH:2])[CH2:6]1)[C:13]1[CH:18]=[CH:17][CH:16]=[CH:15][CH:14]=1 |f:1.2.3.4.5.6|. Procedure: 1-Benzyl-2-oxo-azepan-2-carboxylic acid methyl ester (143) (0.2154 g, 0.8243 mmol) dissolved in anhydrous THF (2.9 mL) was added to a stirring suspension of LiAlH4 in THF (1.5 mL) over approx. 1.5 hours. The reaction mixture was stirred overnight. The reaction was judged complete by TLC and was quenched by the sequential addition of H2O (0.4 mL), then 2N NaOH (1.0 mL) and H2O (0.4 mL). The mixture was stirred at room temperature for 30 minutes, then was filtered, dried with Na2SO4, and concentra...